This data is from the Open Reaction Database (ORD), a public repository of structured organic reaction records. The task is: describe an organic reaction: reactants, conditions, products, and yield Reactants: CN(C(=O)C1=CC=C(C(=O)OCC=C)C=C1)C (allyl 4-(N,N′-dimethylcarbamoyl)benzoate), [Cl-].[NH4+] (ammonium chloride), CC1(C=2C=CC(=CC2C(CC1)(C)C)C#C)C (5,6,7,8-tetrahydro-5,5,8,8-tetramethyl-2-ethynylnaphthalene), B(F)(F)F.CCOCC (BF3 Et2O), C(CCC)[Li] (n-butyllithium). Run in C1CCOC1 (THF), C(C)OCC (ethyl ether), C1CCOC1 (THF). Conditions: temperature -78 celsius, time 10 minute. The product is O=C(C#CC1=CC=2C(CCC(C2C=C1)(C)C)(C)C)C1=CC=C(C(=O)OCC=C)C=C1 (allyl 4-[1-oxo-3-(5,6,7,8-tetrahydro-5,5,8,8-tetramethyl-2-naphthyl)-2-propynyl]benzoate). As a reaction SMILES: [CH3:1][C:2]1([CH3:16])[CH2:11][CH2:10][C:9]([CH3:13])([CH3:12])[C:8]2[CH:7]=[C:6]([C:14]#[CH:15])[CH:5]=[CH:4][C:3]1=2.C([Li])CCC.B(F)(F)F.CCOCC.CN(C)[C:33]([C:35]1[CH:46]=[CH:45][C:38]([C:39]([O:41][CH2:42][CH:43]=[CH2:44])=[O:40])=[CH:37][CH:36]=1)=[O:34].[Cl-].[NH4+]>C1COCC1.C(OCC)C>[O:34]=[C:33]([C:35]1[CH:36]=[CH:37][C:38]([C:39]([O:41][CH2:42][CH:43]=[CH2:44])=[O:40])=[CH:45][CH:46]=1)[C:15]#[C:14][C:6]1[CH:5]=[CH:4][C:3]2[C:2]([CH3:16])([CH3:1])[CH2:11][CH2:10][C:9]([CH3:12])([CH3:13])[C:8]=2[CH:7]=1 |f:2.3,5.6|. Procedure details: 4.3 g (20 mmol) of 5,6,7,8-tetrahydro-5,5,8,8-tetramethyl-2-ethynylnaphthalene and 20 ml of THF were introduced into a three-necked flask under a stream of nitrogen. 12.5 ml (20 mmol) of an n-butyllithium solution (1.6M in hexane) were added dropwise at −78° C. and the reaction mixture was stirred for 10 minutes. 2.7 ml of BF3—Et2O were then added at this same temperature and the reaction mixture was stirred for 30 minutes. A solution of 2.5 g (10 mmol) of allyl 4-(N,N′-dimethylcarbamoyl)benzoat... Reactants: FC1=C(C=CC(=C1)I)NC=1N(C(C(=CC1C(=O)OC)C)=O)C (methyl 2-(2-fluoro-4-iodophenylamino)-1,5-dimethyl-6-oxo-1,6-dihydropyridine-3-carboxylate), C(=C)OCCON (O-(2-vinyloxy-ethyl)-hydroxylamine), C[Si](C)(C)[N-][Si](C)(C)C.[Li+] (lithium bis(trimethylsilyl)amide). Solvent: C1CCOC1 (THF). Reaction conditions: temperature 0 celsius, time 10 minute. Product: FC1=C(C=CC(=C1)I)NC=1N(C(C(=CC1C(=O)NOCCOC=C)C)=O)C (2-(2-fluoro-4-iodophenylamino)-1,5-dimethyl-6-oxo-N-(2-(vinyloxy)ethoxy)-1,6-dihydropyridine-3-carboxamide). Reaction SMILES: [F:1][C:2]1[CH:7]=[C:6]([I:8])[CH:5]=[CH:4][C:3]=1[NH:9][C:10]1[N:11]([CH3:22])[C:12](=[O:21])[C:13]([CH3:20])=[CH:14][C:15]=1[C:16]([O:18]C)=O.[CH:23]([O:25][CH2:26][CH2:27][O:28][NH2:29])=[CH2:24].C[Si]([N-][Si](C)(C)C)(C)C.[Li+]>C1COCC1>[F:1][C:2]1[CH:7]=[C:6]([I:8])[CH:5]=[CH:4][C:3]=1[NH:9][C:10]1[N:11]([CH3:22])[C:12](=[O:21])[C:13]([CH3:20])=[CH:14][C:15]=1[C:16]([NH:29][O:28][CH2:27][CH2:26][O:25][CH:23]=[CH2:24])=[O:18] |f:2.3|. Reported procedure: To a solution of methyl 2-(2-fluoro-4-iodophenylamino)-1,5-dimethyl-6-oxo-1,6-dihydropyridine-3-carboxylate (0.500 g, 1.20 mmol) in THF (60 mL) was added O-(2-vinyloxy-ethyl)-hydroxylamine (0.149 g, 1.44 mmol). The solution was cooled to 0° C. and lithium bis(trimethylsilyl)amide (4.81 ml, 4.81 mmol) (1 M solution in hexanes) was added dropwise. The reaction mixture was warmed to room temperature. After stirring for 10 minutes the reaction mixture was quenched by the addition of 1 M HCl and part... The reactants are CCN(CC)C(=O)Cl, c1nc(SCC2CC2)n[nH]1, O, c1ccncc1. Yields the product CCN(CC)C(=O)n1cnc(SCC2CC2)n1. RXN SMILES: [CH2:11]([CH3:12])[N:13]([C:14](=[O:15])[Cl:16])[CH2:17][CH3:18].[CH:1]1([CH2:4][S:5][c:6]2[n:7][nH:8][cH:9][n:10]2)[CH2:2][CH2:3]1.[OH2:19].[cH:20]1[cH:21][cH:22][n:23][cH:24][cH:25]1>>[CH:1]1([CH2:4][S:5][c:6]2[n:7][n:8]([C:14]([N:13]([CH2:11][CH3:12])[CH2:17][CH3:18])=[O:15])[cH:9][n:10]2)[CH2:2][CH2:3]1. The reactants are COc1ccc2nc3c(cc2c1)c(C#N)nn3C, O. Yields the product COc1ccc2nc3c(cc2c1)c(C(N)=O)nn3C. Reaction SMILES: [CH3:1][O:2][c:3]1[cH:4][c:5]2[cH:6][c:7]3[c:8]([n:9][c:10]2[cH:11][cH:12]1)[n:13]([CH3:18])[n:14][c:15]3[C:16]#[N:17].[OH2:19]>>[CH3:1][O:2][c:3]1[cH:4][c:5]2[cH:6][c:7]3[c:8]([n:9][c:10]2[cH:11][cH:12]1)[n:13]([CH3:18])[n:14][c:15]3[C:16]([NH2:17])=[O:19]. The reactants are CC(=O)O[BH-](OC(C)=O)OC(C)=O, O=C1CCN(Cc2ccccc2)CC1, CC(=O)O, CC#N, ClCCl, Cc1cc2c(cc1C(F)(F)F)NCCCC2N(Cc1cc(C(F)(F)F)cc(C(F)(F)F)c1)c1nnn(C)n1, [Na+]. The product is Cc1cc2c(cc1C(F)(F)F)N(C1CCN(Cc3ccccc3)CC1)CCCC2N(Cc1cc(C(F)(F)F)cc(C(F)(F)F)c1)c1nnn(C)n1. RXN SMILES: [C:1]([O:2][BH-:3]([O:4][C:5](=[O:6])[CH3:7])[O:8][C:9](=[O:10])[CH3:11])(=[O:12])[CH3:13].[CH2:53]([c:54]1[cH:55][cH:56][cH:57][cH:58][cH:59]1)[N:60]1[CH2:61][CH2:62][C:63](=[O:66])[CH2:64][CH2:65]1.[CH3:67][C:68](=[O:69])[OH:70].[CH3:71][C:72]#[N:73].[Cl:74][CH2:75][Cl:76].[F:15][C:16]([c:17]1[cH:18][c:19]([CH2:20][N:21]([CH:22]2[c:23]3[c:24]([cH:29][c:30]([C:34]([F:35])([F:36])[F:37])[c:31]([CH3:33])[cH:32]3)[NH:25][CH2:26][CH2:27][CH2:28]2)[c:38]2[n:39][n:40][n:41]([CH3:43])[n:42]2)[cH:44][c:45]([C:47]([F:48])([F:49])[F:50])[cH:46]1)([F:51])[F:52].[Na+:14]>>[F:15][C:16]([c:17]1[cH:18][c:19]([CH2:20][N:21]([CH:22]2[c:23]3[c:24]([cH:29][c:30]([C:34]([F:35])([F:36])[F:37])[c:31]([CH3:33])[cH:32]3)[N:25]([CH:63]3[CH2:62][CH2:61][N:60]([CH2:53][c:54]4[cH:55][cH:56][cH:57][cH:58][cH:59]4)[CH2:65][CH2:64]3)[CH2:26][CH2:27][CH2:28]2)[c:38]2[n:39][n:40][n:41]([CH3:43])[n:42]2)[cH:44][c:45]([C:47]([F:48])([F:49])[F:50])[cH:46]1)([F:51])[F:52].